Dataset: the Open Reaction Database (ORD), a public repository of structured organic reaction records. Task: describe an organic reaction: reactants, conditions, products, and yield Reactants: N1(CCOCC1)CCOC=1C=C(C=CC1)N ((3-{[2-(4-morpholinyl)ethyl]oxy}phenyl)-amine), ClC1=NC=CC(=N1)C=1C(=NN2C1C=CC=C2)C=2C=C(C=CC2)NC(C2=C(C=CC=C2F)F)=O (N-{3-[3-(2-chloro-4-pyrimidinyl)pyrazolo[1,5-a]pyridin-2-yl]phenyl}-2,6-difluorobenzamide). The product is FC1=C(C(=O)NC2=CC(=CC=C2)C2=NN3C(C=CC=C3)=C2C2=NC(=NC=C2)NC2=CC(=CC=C2)OCCN2CCOCC2)C(=CC=C1)F (2,6-Difluoro-N-[3-(3-{2-[(3-{[2-(4-morpholinyl)ethyl]oxy}phenyl)amino]-4-pyrimidinyl}pyrazolo[1,5-a]pyridin-2-yl)phenyl]benzamide). Reaction SMILES: [N:1]1([CH2:7][CH2:8][O:9][C:10]2[CH:11]=[C:12]([NH2:16])[CH:13]=[CH:14][CH:15]=2)[CH2:6][CH2:5][O:4][CH2:3][CH2:2]1.Cl[C:18]1[N:23]=[C:22]([C:24]2[C:25]([C:33]3[CH:34]=[C:35]([NH:39][C:40](=[O:49])[C:41]4[C:46]([F:47])=[CH:45][CH:44]=[CH:43][C:42]=4[F:48])[CH:36]=[CH:37][CH:38]=3)=[N:26][N:27]3[CH:32]=[CH:31][CH:30]=[CH:29][C:28]=23)[CH:21]=[CH:20][N:19]=1>>[F:48][C:42]1[CH:43]=[CH:44][CH:45]=[C:46]([F:47])[C:41]=1[C:40]([NH:39][C:35]1[CH:36]=[CH:37][CH:38]=[C:33]([C:25]2[C:24]([C:22]3[CH:21]=[CH:20][N:19]=[C:18]([NH:16][C:12]4[CH:13]=[CH:14][CH:15]=[C:10]([O:9][CH2:8][CH2:7][N:1]5[CH2:6][CH2:5][O:4][CH2:3][CH2:2]5)[CH:11]=4)[N:23]=3)=[C:28]3[CH:29]=[CH:30][CH:31]=[CH:32][N:27]3[N:26]=2)[CH:34]=1)=[O:49]. Procedure: The title compound was prepared from (3-{[2-(4-morpholinyl)ethyl]oxy}phenyl)-amine and N-{3-[3-(2-chloro-4-pyrimidinyl)pyrazolo[1,5-a]pyridin-2-yl]phenyl}-2,6-difluorobenzamide in a manner analogous to Example 27, Step D. 1H NMR (400 MHz, DMSO-d6) δ 10.94 (s, 1H), 9.55 (s, 1H), 8.84 (d, 1H), 8.48 (d, 1H), 8.27 (d, 1H), 8.01 (s, 1H), 7.81 (d, 1H), 7.59 (m, 1H), 7.49 (m, 3H), 7.35 (d, 1H), 7.25 (m, 3H), 7.13 (t, 2H), 6.51 (d, 2H), 4.0 (m, 2H), 3.54 (m, 4H), 2.64 (m, 2H), 2.41 (m, 4H). HRMS calcula... Reactants: C(C1=CC=CC=C1)OC1=C(C=CC(=C1)I)N1CC(N(S1(=O)=O)CC[Si](C)(C)C)=O (5-(2-benzyloxy-4-iodophenyl)-1,1-dioxo-2-(2-trimethylsilanylethyl)-1,2,5-thiadiazolidin-3-one), ICC1=C(C=CC(=C1)C)OCC1=CC=C(C=C1)OC (2-iodomethyl-1-(4-methoxybenzyloxy)-4-methylbenzene). Yields the product C(C1=CC=CC=C1)OC1=C(C=CC(=C1)CC1=C(C=CC(=C1)C)OCC1=CC=C(C=C1)OC)N1CC(N(S1(=O)=O)CC[Si](C)(C)C)=O (5-{2-Benzyloxy-4-[2-(4-methoxybenzyloxy)-5-methylbenzyl]-phenyl}-1,1-dioxo-2-(2-trimethylsilanylethyl)-1,2,5-thiadiazolidin-3-one). RXN SMILES: [CH2:1]([O:8][C:9]1[CH:14]=[C:13](I)[CH:12]=[CH:11][C:10]=1[N:16]1[S:20](=[O:22])(=[O:21])[N:19]([CH2:23][CH2:24][Si:25]([CH3:28])([CH3:27])[CH3:26])[C:18](=[O:29])[CH2:17]1)[C:2]1[CH:7]=[CH:6][CH:5]=[CH:4][CH:3]=1.I[CH2:31][C:32]1[CH:37]=[C:36]([CH3:38])[CH:35]=[CH:34][C:33]=1[O:39][CH2:40][C:41]1[CH:46]=[CH:45][C:44]([O:47][CH3:48])=[CH:43][CH:42]=1>>[CH2:1]([O:8][C:9]1[CH:14]=[C:13]([CH2:31][C:32]2[CH:37]=[C:36]([CH3:38])[CH:35]=[CH:34][C:33]=2[O:39][CH2:40][C:41]2[CH:46]=[CH:45][C:44]([O:47][CH3:48])=[CH:43][CH:42]=2)[CH:12]=[CH:11][C:10]=1[N:16]1[S:20](=[O:22])(=[O:21])[N:19]([CH2:23][CH2:24][Si:25]([CH3:28])([CH3:27])[CH3:26])[C:18](=[O:29])[CH2:17]1)[C:2]1[CH:7]=[CH:6][CH:5]=[CH:4][CH:3]=1. Reported procedure: The title compound is prepared from 5-(2-benzyloxy-4-iodophenyl)-1,1-dioxo-2-(2-trimethylsilanylethyl)-1,2,5-thiadiazolidin-3-one and 2-iodomethyl-1-(4-methoxybenzyloxy)-4-methylbenzene analogous to Example 57, step B. Procedure: To 2 g N-methyl-N-(1-naphthylmethyl)-3-butyn-amine in abs. tetrahydrofurane (THF) are added dropwise, at -70°, 5.6 ml of a 15% by weight solution of n-butyllithium in hexane and half an hour later, at -70°, 0.95 ml diethylketone. The mixture is stirred for 3 hours at room temperature, poured onto ice and extracted with ether. The organic phase is washed, dried and evaporated in vacuum. The title compound (Compound 25) is obtained as an oil by chromatography over silica gel (with toluene/ethylace... RXN SMILES: [CH3:1][N:2]([CH2:7][C:8]1[C:17]2[C:12](=[CH:13][CH:14]=[CH:15][CH:16]=2)[CH:11]=[CH:10][CH:9]=1)[CH2:3][CH2:4][C:5]#[CH:6].O1CCCC1.C([Li])CCC.[CH2:28]([C:30]([CH2:32][CH3:33])=[O:31])[CH3:29]>CCCCCC>[CH3:1][N:2]([CH2:7][C:8]1[C:17]2[C:12](=[CH:13][CH:14]=[CH:15][CH:16]=2)[CH:11]=[CH:10][CH:9]=1)[CH2:3][CH2:4][C:5]#[C:6][C:30]([CH2:32][CH3:33])([OH:31])[CH2:28][CH3:29]. The product is CN(CCC#CC(CC)(O)CC)CC1=CC=CC2=CC=CC=C12 (N-Methyl-N-(1-naphthylmethyl)-5-ethyl-5-hydroxy-3-heptyn-amine), Compound 25. The solvent is CCCCCC (hexane). Reactants: C(CCC)[Li] (n-butyllithium), C(C)C(=O)CC (diethylketone), CN(CCC#C)CC1=CC=CC2=CC=CC=C12 (N-methyl-N-(1-naphthylmethyl)-3-butyn-amine), O1CCCC1 (tetrahydrofurane). Reaction conditions: time 3 hour. The reactants are S(=O)(Cl)Cl (Thionyl chloride), [N+](=O)([O-])C1=CC(=C(C(=O)O)C=C1[N+](=O)[O-])OCC (4,5-dinitro-2-ethoxy-benzoic acid), CO (methanol). Run at time 16 hour. Yields the product COC(C1=C(C=C(C(=C1)[N+](=O)[O-])[N+](=O)[O-])OCC)=O (4,5-dinitro-2-ethoxy-benzoic Acid methyl ester). Reaction SMILES: S(Cl)(Cl)=O.[N+:5]([C:8]1[C:16]([N+:17]([O-:19])=[O:18])=[CH:15][C:11]([C:12]([OH:14])=[O:13])=[C:10]([O:20][CH2:21][CH3:22])[CH:9]=1)([O-:7])=[O:6].[CH3:23]O>>[CH3:23][O:13][C:12](=[O:14])[C:11]1[CH:15]=[C:16]([N+:17]([O-:19])=[O:18])[C:8]([N+:5]([O-:7])=[O:6])=[CH:9][C:10]=1[O:20][CH2:21][CH3:22]. Procedure details: Thionyl chloride (315 μl, 4.30 mmol) was slowly added to a mixture of 4,5-dinitro-2-ethoxy-benzoic acid (1.00 g, 3.91 mmol) in methanol (10 mL) at r.t. The mixture was stirred for 16 h, then reduced in vacuo azeotroping with toluene. The residue was then purified by column chromatography using P.E.-EtOAc (1:0-1:1) to give the title compound (606 mg) as a white solid. 1H NMR (300 MHz, DMSO-d6) δ 8.55 (s, 1H), 8.00 (s, 1H), 4.35 (q, 2H), 3.85 (s, 3H), 1.35 (t, 3H). The reactants are O (water), C(C)(=O)Cl (acetyl chloride), C(C)(=O)Cl (acetyl chloride), CNC(C(NC(C1=C(C(=C(C(=C1I)N)I)C(=O)O)I)=O)CO)=O (N-(3-carboxy-5-amino-2,4,6-triiodobenzoyl)-DL-serine methylamide). Run in CC(=O)N(C)C (dimethylacetamide). Conditions: time 2 hour. Product: C(=O)(O)C=1C(=C(C(=O)NC(CN)=O)C(=C(C1I)NC(C)=O)I)I (N-(3-Carboxy-5-acetamido-2,4,6-triiodobenzoyl)-glycine Amide). Reaction SMILES: [OH2:1].[C:2](Cl)(=[O:4])[CH3:3].C[NH:7][C:8](=O)[CH:9](CO)[NH:10][C:11](=[O:25])[C:12]1[C:17]([I:18])=[C:16]([NH2:19])[C:15]([I:20])=[C:14]([C:21]([OH:23])=[O:22])[C:13]=1[I:24]>CC(N(C)C)=O>[C:21]([C:14]1[C:13]([I:24])=[C:12]([C:17]([I:18])=[C:16]([NH:19][C:2](=[O:4])[CH3:3])[C:15]=1[I:20])[C:11]([NH:10][C:9](=[O:1])[CH2:8][NH2:7])=[O:25])([OH:23])=[O:22]. Procedure: Under agitation and cooling with water, 13.5 ml. of acetyl chloride is added dropwise to 40.0 g. (65 millimoles) of N-(3-carboxy-5-amino-2,4,6-triiodobenzoyl)-glycine amide (IV c), m.p. 248°-249° C. (decomposition), in 80 ml. of dimethylacetamide. Then, the reaction mixture is stirred at room temperature for 11/2 hours, another 2 ml. of acetyl chloride is added thereto, and the mixture stirred for another hour. After the addition of 10 ml. of water, the reaction mixture is concentrated under vac... Reactants: CC(C)(C=O)NC(=O)OC(C)(C)C, CC(=O)O[BH-](OC(C)=O)OC(C)=O, [CH3], ClCCl, CC(C)C(N)c1nc2nc(Cl)cnc2c(=O)n1Cc1ccccc1, [Na+]. Product: CC(C)C(NCC(C)(C)NC(=O)OC(C)(C)C)c1nc2nc(Cl)cnc2c(=O)n1Cc1ccccc1. As a reaction SMILES: [C:26]([CH3:27])([CH3:28])([CH3:29])[O:30][C:31]([NH:32][C:33]([CH:34]=[O:35])([CH3:36])[CH3:37])=[O:38].[C:39]([O:40][BH-:41]([O:42][C:43](=[O:44])[CH3:45])[O:46][C:47](=[O:48])[CH3:49])(=[O:50])[CH3:51].[CH3:1].[Cl:53][CH2:54][Cl:55].[NH2:2][CH:3]([CH:4]([CH3:5])[CH3:6])[c:7]1[n:8][c:9]2[n:10][c:11]([Cl:25])[cH:12][n:13][c:14]2[c:15](=[O:24])[n:16]1[CH2:17][c:18]1[cH:19][cH:20][cH:21][cH:22][cH:23]1.[Na+:52]>>[NH:2]([CH:3]([CH:4]([CH3:5])[CH3:6])[c:7]1[n:8][c:9]2[n:10][c:11]([Cl:25])[cH:12][n:13][c:14]2[c:15](=[O:24])[n:16]1[CH2:17][c:18]1[cH:19][cH:20][cH:21][cH:22][cH:23]1)[CH2:34][C:33]([NH:32][C:31]([O:30][C:26]([CH3:27])([CH3:28])[CH3:29])=[O:38])([CH3:36])[CH3:37]. The reactants are O (water), FC1=CC=C(C=C1)[C@@H]1OC[C@H](C1)CI (trans-2-(4-fluorophenyl)-4-(iodomethyl)tetrahydrofuran), N1CCC(CC1)N1C(NC2=C1C=CC=C2)=O (1-(4-piperidyl)benzimidazolin-2-one), C([O-])([O-])=O.[K+].[K+] (potassium carbonate). The solvent is CN(C=O)C (dimethylformamide). Conditions: time 42 hour. The product is FC1=CC=C(C=C1)[C@@H]1OC[C@H](C1)CN1CCC(CC1)N1C(NC2=C1C=CC=C2)=O (1-[1-(trans-2-(4-fluorophenyl)-tetrahydro-4-furylmethyl)-4-piperidyl]benzimidazolin-2-one). Isolated yield 79.0%. RXN SMILES: [F:1][C:2]1[CH:7]=[CH:6][C:5]([C@H:8]2[CH2:12][C@H:11]([CH2:13]I)[CH2:10][O:9]2)=[CH:4][CH:3]=1.[NH:15]1[CH2:20][CH2:19][CH:18]([N:21]2[C:25]3[CH:26]=[CH:27][CH:28]=[CH:29][C:24]=3[NH:23][C:22]2=[O:30])[CH2:17][CH2:16]1.C(=O)([O-])[O-].[K+].[K+].O>CN(C)C=O>[F:1][C:2]1[CH:7]=[CH:6][C:5]([C@H:8]2[CH2:12][C@H:11]([CH2:13][N:15]3[CH2:16][CH2:17][CH:18]([N:21]4[C:25]5[CH:26]=[CH:27][CH:28]=[CH:29][C:24]=5[NH:23][C:22]4=[O:30])[CH2:19][CH2:20]3)[CH2:10][O:9]2)=[CH:4][CH:3]=1 |f:2.3.4|. Procedure: A mixture of 5.0 g of trans-2-(4-fluorophenyl)-4-(iodomethyl)tetrahydrofuran, 4.2 g of 1-(4-piperidyl)benzimidazolin-2-one and 2.5 g of potassium carbonate in 80 ml of dimethylformamide is heated with stirring at 60°-70° C. for 42 hours. The reaction mixture is then poured into water and extracted with ethyl acetate. The extract is washed three times with water and dried over magnesium sulfate, and the solvent is distilled off under reduced pressure. Isopropyl ether is added to the residue, and ... Starting materials: N1=CC=CC=C1 (pyridine), C(C)N(C(C)C)C(C)C (N-ethyldiisopropylamine), ClC(C(=O)Cl)C1=CC=CC=C1 (2-chloro-2-phenylacetyl chloride), CC(C)(C1=CC(=CC(=C1)Cl)Cl)NCC=C (N-[1-methyl-1-(3,5-dichlorophenyl)ethyl]-2-propenylamine). The solvent is ClCCl (dichloromethane), ClCCl (dichloromethane), O (water). Conditions: time 1 hour. Yields the product CC(C)(C1=CC(=CC(=C1)Cl)Cl)N(C(C(C1=CC=CC=C1)Cl)=O)CC=C (N-[1-methyl-1-(3,5dichlorophenyl)ethyl]-N-(2-propenyl)-2-chloro-2-phenylacetamide). Yield: 73.9%. Reaction SMILES: N1C=CC=CC=1.C(N(C(C)C)C(C)C)C.[Cl:16][CH:17]([C:21]1[CH:26]=[CH:25][CH:24]=[CH:23][CH:22]=1)[C:18](Cl)=[O:19].[CH3:27][C:28]([NH:38][CH2:39][CH:40]=[CH2:41])([C:30]1[CH:35]=[C:34]([Cl:36])[CH:33]=[C:32]([Cl:37])[CH:31]=1)[CH3:29]>ClCCl.O>[CH3:29][C:28]([N:38]([CH2:39][CH:40]=[CH2:41])[C:18](=[O:19])[CH:17]([Cl:16])[C:21]1[CH:26]=[CH:25][CH:24]=[CH:23][CH:22]=1)([C:30]1[CH:31]=[C:32]([Cl:37])[CH:33]=[C:34]([Cl:36])[CH:35]=1)[CH3:27]. Reported procedure: In 15 ml of dichloromethane containing 1.3 g of pyridine and 0.53 g of N-ethyldiisopropylamine, 2 ml of a dichloromethane solution containing 0.93 g of 2-chloro-2-phenylacetyl chloride were added dropwise to 1.0 g of N-[1-methyl-1-(3,5-dichlorophenyl)ethyl]-2-propenylamine at ice subzero temperature. Afterward, the solution was stirred at room temperature for 1 hour, and then poured into water, followed by extraction with ethyl acetate. The resultant extract was washed with a saturated aqueous s... Reactants: O1CCOC12CCC(CC2)N2N=C(C=1C(=NC=CC12)OC)C=1C=C(SC1)C(=O)N (4-(1-(1,4-dioxaspiro[4.5]dec-8-yl)-4-methoxy-1H-pyrazolo[4,3-c]pyridin-3-yl)thiophene-2-carboxamide), [I-].[Na+] (sodium iodide), Cl[Si](C)(C)C (chloro(trimethyl)silane), C(O)([O-])=O.[Na+] (sodium hydrogencarbonate). Solvent: C(C)#N (acetonitrile). Reaction conditions: temperature 50 celsius, time 1 hour. Product: O1CCOC12CCC(CC2)N2N=C(C=1C(NC=CC12)=O)C=1C=C(SC1)C(=O)N (4-(1-(1,4-dioxaspiro[4.5]dec-8-yl)-4-oxo-4,5-dihydro-1H-pyrazolo[4,3-c]pyridin-3-yl)thiophene-2-carboxamide). The yield is 17.6%. RXN SMILES: [O:1]1[C:5]2([CH2:10][CH2:9][CH:8]([N:11]3[C:19]4[CH:18]=[CH:17][N:16]=[C:15]([O:20]C)[C:14]=4[C:13]([C:22]4[CH:23]=[C:24]([C:27]([NH2:29])=[O:28])[S:25][CH:26]=4)=[N:12]3)[CH2:7][CH2:6]2)[O:4][CH2:3][CH2:2]1.[I-].[Na+].Cl[Si](C)(C)C.C(=O)([O-])O.[Na+]>C(#N)C>[O:1]1[C:5]2([CH2:10][CH2:9][CH:8]([N:11]3[C:19]4[CH:18]=[CH:17][NH:16][C:15](=[O:20])[C:14]=4[C:13]([C:22]4[CH:23]=[C:24]([C:27]([NH2:29])=[O:28])[S:25][CH:26]=4)=[N:12]3)[CH2:7][CH2:6]2)[O:4][CH2:3][CH2:2]1 |f:1.2,4.5|. Reported procedure: To a solution of 4-(1-(1,4-dioxaspiro[4.5]dec-8-yl)-4-methoxy-1H-pyrazolo[4,3-c]pyridin-3-yl)thiophene-2-carboxamide (20.0 mg) in acetonitrile (5 mL) were added sodium iodide (18.1 mg) and chloro(trimethyl)silane (0.027 mL), and the mixture was stirred at 50° C. for 1 hr. To the reaction mixture was added saturated aqueous sodium hydrogencarbonate solution, and the mixture was extracted with ethyl acetate. The organic layer was washed with saturated brine, dried over anhydrous sodium sulfate, an...